This data is from the Open Reaction Database (ORD), a public repository of structured organic reaction records. The task is: describe an organic reaction: reactants, conditions, products, and yield Starting materials: C(C)C1=CC=C(O1)C=O (5-ethylfuran-2-carboxaldehyde), Cl[Sn](Cl)(Cl)Cl (SnCl4), [Li+].CC(C)[N-]C(C)C (LDA), C1OC=2C=C(C=CC2O1)CCCC(=O)OC (3,4-methylenedioxybenzenebutanoic acid, methyl ester). The solvent is C1CCOC1 (THF), C(Cl)Cl (methylene chloride), C1CCOC1 (THF), C1CCOC1 (THF). Conditions: temperature 0 celsius, time 5 minute. Product: C(C)C1=CC=C(O1)[C@H]1[C@@H](CCC2=CC3=C(C=C12)OCO3)C(=O)O (trans-1-(5-ethyl-2-furanyl)-1,2,3,4-tetrahydro-6,7-methylenedioxy-naphthalene -2-carboxylic acid). As a reaction SMILES: [Li+].CC([N-]C(C)C)C.[CH2:9]1[O:17][C:16]2[CH:15]=[CH:14][C:13]([CH2:18][CH2:19][CH2:20][C:21]([O:23]C)=[O:22])=[CH:12][C:11]=2[O:10]1.[CH2:25]([C:27]1[O:31][C:30]([CH:32]=O)=[CH:29][CH:28]=1)[CH3:26].Cl[Sn](Cl)(Cl)Cl>C1COCC1.C(Cl)Cl>[CH2:25]([C:27]1[O:31][C:30]([C@@H:32]2[C:14]3[C:13](=[CH:12][C:11]4[O:10][CH2:9][O:17][C:16]=4[CH:15]=3)[CH2:18][CH2:19][C@H:20]2[C:21]([OH:23])=[O:22])=[CH:29][CH:28]=1)[CH3:26] |f:0.1|. Procedure: To a freshly prepared solution of LDA (15 mmol) in 30 mL of THF cooled to -78° C. was added a solution of 3,4-methylenedioxybenzenebutanoic acid, methyl ester (14 mmol), from step 558 above, in 10 mL of THF. The solution was stirred for 5 minutes, and a solution of 5-ethylfuran-2-carboxaldehyde (13.8 mmol), from step 55b above, in 30 mL of THF was added. The reaction mixture was warmed to 0° C., and the reaction was quenched with 10 mL of satd NH4Cl. The organic layer was separated, and the aque... The reactants are Fc1ccc(-n2ccc3cc(Cl)ccc32)cc1, Fc1ccc(-n2cc(C3=CCNCC3)c3cc(Cl)ccc32)cc1, O=C1CCNCC1. Product: Fc1ccc(-n2cc(C3CCNCC3)c3cc(Cl)ccc32)cc1. RXN SMILES: [Cl:1][c:2]1[cH:3][c:4]2[c:5]([cH:6][cH:7]1)[n:8](-[c:9]1[cH:10][cH:11][c:12]([F:13])[cH:14][cH:15]1)[cH:16][cH:17]2.[Cl:25][c:26]1[cH:27][c:28]2[c:29]([C:42]3=[CH:47][CH2:46][NH:45][CH2:44][CH2:43]3)[cH:30][n:31](-[c:35]3[cH:36][cH:37][c:38]([F:41])[cH:39][cH:40]3)[c:32]2[cH:33][cH:34]1.[NH:18]1[CH2:19][CH2:20][C:21](=[O:22])[CH2:23][CH2:24]1>>[Cl:25][c:26]1[cH:27][c:28]2[c:29]([CH:42]3[CH2:43][CH2:44][NH:45][CH2:46][CH2:47]3)[cH:30][n:31](-[c:35]3[cH:36][cH:37][c:38]([F:41])[cH:39][cH:40]3)[c:32]2[cH:33][cH:34]1. The reactants are O[C@@H]1CC[C@H](CC1)N1C=2N(C(=C(C1=O)CC1=CC(=C(C=C1)C=1C(=CC=CC1)C#N)C)CCC)N=CC2 (4′-{[4-(trans-4-hydroxycyclohexyl)-5-oxo-7-propyl-4,5-dihydropyrazolo[1,5-a]pyrimidin-6-yl]methyl}-2′-methylbiphenyl-2-carbonitrile), [N+](=[N-])=CC(=O)OCC (ethyl diazoacetate), C1(=CC=CC=C1)C (toluene), C(C)(=O)OCC (Ethyl acetate), O (water). The reagents and catalysts are C(C)(=O)[O-].[Rh+3].C(C)(=O)[O-].C(C)(=O)[O-] (rhodium acetate). Run at time 3 hour. The product is OC(CO[C@@H]1CC[C@H](CC1)N1C=2N(C(=C(C1=O)CC1=CC(=C(C=C1)C1=C(C=CC=C1)C1=NOC(N1)=O)C)CCC)N=CC2)(C)C (4-[trans-4-(2-hydroxy-2-methylpropoxy)cyclohexyl]-6-{[2-methyl-2′-(5-oxo-4,5-dihydro-1,2,4-oxadiazol-3-yl)biphenyl-4-yl]methyl}-7-propylpyrazolo[1,5-a]pyrimidin-5(4H)-one). Yield: 28.0%. RXN SMILES: [OH:1][C@H:2]1[CH2:7][CH2:6][C@H:5]([N:8]2[C:13](=[O:14])[C:12]([CH2:15][C:16]3[CH:21]=[CH:20][C:19]([C:22]4[C:23]([C:28]#[N:29])=[CH:24][CH:25]=[CH:26][CH:27]=4)=[C:18]([CH3:30])[CH:17]=3)=[C:11]([CH2:31][CH2:32][CH3:33])[N:10]3[N:34]=[CH:35][CH:36]=[C:9]23)[CH2:4][CH2:3]1.[N+:37](=CC(OCC)=O)=[N-].[C:45]([O:48]CC)(=[O:47])C.[OH2:51].[C:52]1([CH3:58])[CH:57]=CC=C[CH:53]=1>C([O-])(=O)C.[Rh+3].C([O-])(=O)C.C([O-])(=O)C>[OH:51][C:52]([CH3:58])([CH3:57])[CH2:53][O:1][C@H:2]1[CH2:3][CH2:4][C@H:5]([N:8]2[C:13](=[O:14])[C:12]([CH2:15][C:16]3[CH:21]=[CH:20][C:19]([C:22]4[CH:27]=[CH:26][CH:25]=[CH:24][C:23]=4[C:28]4[NH:37][C:45](=[O:47])[O:48][N:29]=4)=[C:18]([CH3:30])[CH:17]=3)=[C:11]([CH2:31][CH2:32][CH3:33])[N:10]3[N:34]=[CH:35][CH:36]=[C:9]23)[CH2:6][CH2:7]1 |f:5.6.7.8|. Procedure: To a solution of 4′-{[4-(trans-4-hydroxycyclohexyl)-5-oxo-7-propyl-4,5-dihydropyrazolo[1,5-a]pyrimidin-6-yl]methyl}-2′-methylbiphenyl-2-carbonitrile (0.88 g) and rhodium acetate (dimer, 0.080 g) in toluene (10 mL) was added dropwise ethyl diazoacetate (0.95 mL) at 80° C., and the mixture was stirred for 3 hr. Ethyl acetate and water were added to the reaction mixture, and the mixture was extracted with ethyl acetate. The organic layer was washed with water and then with saturated brine, dried ov... The reactants are CCCCP(CCCC)CCCC, Cc1nc(-c2ccc(C(F)(F)F)cc2)oc1C(C)O, COC(=O)CCc1ccc(O)cc1C, Cc1ccccc1, O=C(N=NC(=O)N1CCCCC1)N1CCCCC1. Yields the product COC(=O)CCc1ccc(OC(C)c2oc(-c3ccc(C(F)(F)F)cc3)nc2C)cc1C. RXN SMILES: [CH2:34]([P:35]([CH2:36][CH2:37][CH2:38][CH3:39])[CH2:40][CH2:41][CH2:42][CH3:43])[CH2:44][CH2:45][CH3:46].[CH3:1][c:2]1[n:3][c:4](-[c:10]2[cH:11][cH:12][c:13]([C:16]([F:17])([F:18])[F:19])[cH:14][cH:15]2)[o:5][c:6]1[CH:7]([CH3:8])[OH:9].[CH3:20][O:21][C:22]([CH2:23][CH2:24][c:25]1[c:26]([CH3:32])[cH:27][c:28]([OH:31])[cH:29][cH:30]1)=[O:33].[CH3:65][c:66]1[cH:67][cH:68][cH:69][cH:70][cH:71]1.[N:47]([C:48]([N:49]1[CH2:50][CH2:51][CH2:52][CH2:53][CH2:54]1)=[O:55])=[N:56][C:57]([N:58]1[CH2:59][CH2:60][CH2:61][CH2:62][CH2:63]1)=[O:64]>>[CH3:1][c:2]1[n:3][c:4](-[c:10]2[cH:11][cH:12][c:13]([C:16]([F:17])([F:18])[F:19])[cH:14][cH:15]2)[o:5][c:6]1[CH:7]([CH3:8])[O:9][c:28]1[cH:27][c:26]([CH3:32])[c:25]([CH2:24][CH2:23][C:22]([O:21][CH3:20])=[O:33])[cH:30][cH:29]1. Reactants: Mg, 12, [NH4+].[Cl-] (NH4Cl), [Br-] (bromide), COC([C@H]1N(CCC1)CC1=CC=CC=C1)=O (N-Benzyl (S)-Proline Methyl Ester), II (iodine). The solvent is C1CCOC1 (THF), CCOCC (Et2O), C1CCOC1 (THF), C1CCOC1 (THF). Run at temperature 70 celsius, time 8 hour. Yields the product BrC1=CC=C(C=C1)C1=CC=CC=C1 (4-bromobiphenyl), needles. The yield is 83.0%. Reaction SMILES: II.[Br-:3].COC(=O)[C@@H]1CCCN1[CH2:12][C:13]1[CH:18]=[CH:17][CH:16]=[CH:15][CH:14]=1.[NH4+].[Cl-]>C1COCC1.CCOCC>[Br:3][C:13]1[CH:18]=[CH:17][C:12]([C:13]2[CH:14]=[CH:15][CH:16]=[CH:17][CH:18]=2)=[CH:15][CH:14]=1 |f:3.4|. Reported procedure: A solution of 4-bromobiphenyl (7.42 g, 31.87 mmol) in 40 mL THF was prepared, and 10 mL was added to Mg (0.85 g, 35.05 mmol) and one crystal of 12 in THF (10 mL). The Grignard reaction was initiated with the aid of gentle warming by a heat gun. After the iodine color had dissipated, the remaining 30 mL of bromide solution was added dropwise to the reaction mixture. After the reflux subsided, the solution was warmed over an oil bath (70° C.) for 30 minutes, then cooled to 0° C. N-benzyl-(S)-proli... As a reaction SMILES: Br[CH2:2][C:3]1[CH:8]=[CH:7][C:6]([NH:9]C(=O)C(F)(F)F)=[CH:5][C:4]=1[C:16]([F:19])([F:18])[F:17].Cl.Cl.[CH3:22][N:23]1[CH:28]2[CH2:29][CH2:30][CH2:31][CH:24]1[CH2:25][NH:26][CH2:27]2.C(N(C(C)C)C(C)C)C>CC#N>[CH3:22][N:23]1[CH:28]2[CH2:29][CH2:30][CH2:31][CH:24]1[CH2:25][N:26]([CH2:2][C:3]1[CH:8]=[CH:7][C:6]([NH2:9])=[CH:5][C:4]=1[C:16]([F:17])([F:18])[F:19])[CH2:27]2 |f:1.2.3|. Reaction conditions: temperature 50 celsius, time 1.5 hour. Reported procedure: A solution of 296 mg (0.85 mMol) N-(4-bromomethyl-3-trifluoromethyl-phenyl)-2,2,2-trifluoro-acetamide (WO 2005/051366; Step 14.2) in 5 ml of CH3CN is added at 5° C. within 30 min to a solution of 213 mg (1.00 mMol) 9-methyl-3,9-diaza-bicyclo[3.3.1]nonane dihydrochloride (synthesized according to Barnes, Roderick A. et al.: J. Am. Chem. Soc. 1953, 75, 975) and 0.7 ml (4 mMol) ethyldiisopropylamine in 10 ml CH3CN. After 1.5 h at 5-10° C., the solvent is evaporated off under reduced pressure. The r... Yields the product CN1C2CN(CC1CCC2)CC2=C(C=C(C=C2)N)C(F)(F)F (4-(9-Methyl-3,9-diaza-bicyclo[3.3.1]non-3-ylmethyl)-3-trifluoromethyl-phenylamine). Solvent: CC#N (CH3CN), CC#N (CH3CN). Starting materials: BrCC1=C(C=C(C=C1)NC(C(F)(F)F)=O)C(F)(F)F (N-(4-bromomethyl-3-trifluoromethyl-phenyl)-2,2,2-trifluoro-acetamide), Cl.Cl.CN1C2CNCC1CCC2 (9-methyl-3,9-diaza-bicyclo[3.3.1]nonane dihydrochloride), C(C)N(C(C)C)C(C)C (ethyldiisopropylamine). The reactants are [H-].[Al+3].[Li+].[H-].[H-].[H-] (lithium aluminum hydride), C1(=CC=CC=C1)CC(=O)CC1=CC=CC=C1 (1,3-diphenylacetone). The solvent is C(C)OCC (diethyl ether), C(C)OCC (diethyl ether). The product is C1(=CC=CC=C1)CC(CC1=CC=CC=C1)O (1,3-Diphenylpropan-2-ol). As a reaction SMILES: [H-].[Al+3].[Li+].[H-].[H-].[H-].[C:7]1([CH2:13][C:14]([CH2:16][C:17]2[CH:22]=[CH:21][CH:20]=[CH:19][CH:18]=2)=[O:15])[CH:12]=[CH:11][CH:10]=[CH:9][CH:8]=1>C(OCC)C>[C:17]1([CH2:16][CH:14]([OH:15])[CH2:13][C:7]2[CH:8]=[CH:9][CH:10]=[CH:11][CH:12]=2)[CH:22]=[CH:21][CH:20]=[CH:19][CH:18]=1 |f:0.1.2.3.4.5|. Reported procedure: To a stirring suspension of 1.10 g of lithium aluminum hydride in 50 mL of diethyl ether under an argon atmosphere at 0° C. is slowly added a solution of 5.30 g of commercially available 1,3-diphenylacetone in 10.0 mL of diethyl ether with a 10 mL rinse. After 0.25 hours the grey suspension is warmed to room temperature. After 1.5 hours the reaction mixture is re-cooled to 0° C. and slowly treated with 1.2 mL of water followed by 5.0 mL of 1N sodium hydroxide. After 1 hour the resulting white pr... Starting materials: C1CCC2=NCCCN2CC1, Cc1cnc(CO)c(C)c1, COCCOC, CS(=O)c1nc(N)nc(-c2cc(Br)co2)c1C#N. The product is Cc1cnc(COc2nc(N)nc(-c3cc(Br)co3)c2C#N)c(C)c1. As a reaction SMILES: [CH2:29]1[CH2:30][CH2:31][C:32]2=[N:37][CH2:36][CH2:35][CH2:34][N:33]2[CH2:38][CH2:39]1.[CH3:19][c:20]1[c:21]([CH2:27][OH:28])[n:22][cH:23][c:24]([CH3:26])[cH:25]1.[CH3:40][O:41][CH2:42][CH2:43][O:44][CH3:45].[NH2:1][c:2]1[n:3][c:4]([S:16]([CH3:17])=[O:18])[c:5]([C:14]#[N:15])[c:6](-[c:8]2[o:9][cH:10][c:11]([Br:13])[cH:12]2)[n:7]1>>[NH2:1][c:2]1[n:3][c:4]([O:28][CH2:27][c:21]2[c:20]([CH3:19])[cH:25][c:24]([CH3:26])[cH:23][n:22]2)[c:5]([C:14]#[N:15])[c:6](-[c:8]2[o:9][cH:10][c:11]([Br:13])[cH:12]2)[n:7]1. Starting materials: C(C)O (Ethanol), FC1=C2C=C(CC2=CC(=C1F)F)[C@@H]1CC[C@H](CC1)CCC (4,5,6-trifluoro-2-(trans-4-propylcyclohexyl)indene), [H][H] (hydrogen). Reagents/catalysts: [C].[Pd] (palladium-carbon). Solvent: C(C)(=O)OCC (ethyl acetate). The product is FC1=C2CC(CC2=CC(=C1F)F)[C@@H]1CC[C@H](CC1)CCC (4,5,6-trifluoro-2-(trans-4-propylcyclohexyl)indane). Yield: 99.3%. RXN SMILES: C(O)C.[F:4][C:5]1[C:13]([F:14])=[C:12]([F:15])[CH:11]=[C:10]2[C:6]=1[CH:7]=[C:8]([C@H:16]1[CH2:21][CH2:20][C@H:19]([CH2:22][CH2:23][CH3:24])[CH2:18][CH2:17]1)[CH2:9]2.[H][H]>[C].[Pd].C(OCC)(=O)C>[F:4][C:5]1[C:13]([F:14])=[C:12]([F:15])[CH:11]=[C:10]2[C:6]=1[CH2:7][CH:8]([C@H:16]1[CH2:21][CH2:20][C@H:19]([CH2:22][CH2:23][CH3:24])[CH2:18][CH2:17]1)[CH2:9]2 |f:3.4|. Procedure details: Ethanol (70 ml), ethyl acetate (30 ml) and 5% palladium-carbon (450 mg) were added to 4,5,6-trifluoro-2-(trans-4-propylcyclohexyl)indene (4.5 g), and stirred for 1 hour in a hydrogen atmosphere. The reaction solution was filtered with celite, the filtrate was concentrated, and the residue was purified with a silica gel short column (hexane) to obtain 4,5,6-trifluoro-2-(trans-4-propylcyclohexyl)indane (4.5 g). Moreover, this was then recrystallized from ethanol to obtain 4,5,6-trifluoro-2-(trans-... Reactants: CCOC(=O)C1CCC(NC(=O)C2(CC(CN(CC)Cc3ccccc3)C(=O)OC(C)(C)C)CCCC2)CC1, CCO, [OH-], [OH-], [Pd+2]. Product: CCNCC(CC1(C(=O)NC2CCC(C(=O)OCC)CC2)CCCC1)C(=O)OC(C)(C)C. As a reaction SMILES: [C:1]([CH3:2])([CH3:3])([CH3:4])[O:5][C:6]([CH:7]([CH2:8][C:9]1([C:14]([NH:15][CH:16]2[CH2:17][CH2:18][CH:19]([C:22](=[O:23])[O:24][CH2:25][CH3:26])[CH2:20][CH2:21]2)=[O:27])[CH2:10][CH2:11][CH2:12][CH2:13]1)[CH2:28][N:29]([CH2:30][CH3:31])[CH2:32][c:33]1[cH:34][cH:35][cH:36][cH:37][cH:38]1)=[O:39].[CH3:43][CH2:44][OH:45].[OH-:40].[OH-:42].[Pd+2:41]>>[C:1]([CH3:2])([CH3:3])([CH3:4])[O:5][C:6]([CH:7]([CH2:8][C:9]1([C:14]([NH:15][CH:16]2[CH2:17][CH2:18][CH:19]([C:22](=[O:23])[O:24][CH2:25][CH3:26])[CH2:20][CH2:21]2)=[O:27])[CH2:10][CH2:11][CH2:12][CH2:13]1)[CH2:28][NH:29][CH2:30][CH3:31])=[O:39].